Dataset: the Open Reaction Database (ORD), a public repository of structured organic reaction records. Task: describe an organic reaction: reactants, conditions, products, and yield Reaction conditions: temperature 90 celsius, time 6 hour. Reported procedure: To 1-(4-cyanophenyl)-5-(3-isopropyl-6-methyl-2,4-dioxo-1-(3-(trifluoromethyl)phenyl)-1,2,3,4-tetrahydropyrimidin-5-yl)-1H-pyrazole-4-carboxamide (prepared in example 143) (500 mg) was added DMSO (1.2 ml) and the resulting mixture was stirred at 90° C. for one hour and at room temperature for six hours. The formed crystals were collected by filtering with DMSO to afford 1-(4-cyanophenyl)-5-(3-isopropyl-6-methyl-2,4-dioxo-1-(3-(trifluoromethyl)phenyl)-1,2,3,4-tetrahydropyrimidin-5-yl)-1H-pyrazole-... Reaction SMILES: [C:1]([C:3]1[CH:8]=[CH:7][C:6]([N:9]2[C:13]([C:14]3[C:15](=[O:35])[N:16]([CH:32]([CH3:34])[CH3:33])[C:17](=[O:31])[N:18]([C:21]4[CH:26]=[CH:25][CH:24]=[C:23]([C:27]([F:30])([F:29])[F:28])[CH:22]=4)[C:19]=3[CH3:20])=[C:12]([C:36]([NH2:38])=[O:37])[CH:11]=[N:10]2)=[CH:5][CH:4]=1)#[N:2].[CH3:39][S:40]([CH3:42])=[O:41]>>[C:1]([C:3]1[CH:4]=[CH:5][C:6]([N:9]2[C:13]([C:14]3[C:15](=[O:35])[N:16]([CH:32]([CH3:34])[CH3:33])[C:17](=[O:31])[N:18]([C:21]4[CH:26]=[CH:25][CH:24]=[C:23]([C:27]([F:30])([F:28])[F:29])[CH:22]=4)[C:19]=3[CH3:20])=[C:12]([C:36]([NH2:38])=[O:37])[CH:11]=[N:10]2)=[CH:7][CH:8]=1)#[N:2].[CH3:39][S:40]([CH3:42])=[O:41] |f:2.3|. Yields the product C(#N)C1=CC=C(C=C1)N1N=CC(=C1C=1C(N(C(N(C1C)C1=CC(=CC=C1)C(F)(F)F)=O)C(C)C)=O)C(=O)N.CS(=O)C (1-(4-cyanophenyl)-5-(3-isopropyl-6-methyl-2,4-dioxo-1-(3-(trifluoromethyl)phenyl)-1,2,3,4-tetrahydropyrimidin-5-yl)-1H-pyrazole-4-carboxamide DMSO). Reactants: C(#N)C1=CC=C(C=C1)N1N=CC(=C1C=1C(N(C(N(C1C)C1=CC(=CC=C1)C(F)(F)F)=O)C(C)C)=O)C(=O)N (1-(4-cyanophenyl)-5-(3-isopropyl-6-methyl-2,4-dioxo-1-(3-(trifluoromethyl)phenyl)-1,2,3,4-tetrahydropyrimidin-5-yl)-1H-pyrazole-4-carboxamide), CS(=O)C (DMSO).